describe an organic reaction: reactants, conditions, products, and yield From a dataset of the Open Reaction Database (ORD), a public repository of structured organic reaction records. The reactants are C(\C=C\C(=O)O)(=O)O (fumaric acid), ClCCCC(=O)C=1C=CC=2N(C3=CC=C(C=C3C2C1)C(CCCCl)=O)CC (3,6-bis(4-chlorobutyryl)-N-ethylcarbazole), C(C)N1C2=CC=CC=C2C=2C=CC=CC12 (N-ethylcarbazole), ClCCCC(=O)Cl (4-chlorobutyryl chloride), CNC (dimethylamine), [I-].[K+] (potassium iodide). The solvent is O1CCOCC1 (p-dioxane). Run at time 44 hour. Yields the product CN(CCCC(=O)C=1C=CC=2N(C3=CC=C(C=C3C2C1)C(CCCN(C)C)=O)CC)C (3,6-bis(4-dimethylaminobutyryl)-N-ethylcarbazole), C(\C=C\C(=O)[O-])(=O)[O-] (fumarate). Reaction SMILES: Cl[CH2:2][CH2:3][CH2:4][C:5]([C:7]1[CH:8]=[CH:9][C:10]2[N:11]([CH2:26][CH3:27])[C:12]3[C:17]([C:18]=2[CH:19]=1)=[CH:16][C:15]([C:20](=[O:25])[CH2:21][CH2:22][CH2:23]Cl)=[CH:14][CH:13]=3)=[O:6].C([N:30]1[C:42]2C=CC=CC=2C2[C:31]1=CC=CC=2)C.ClCCCC(Cl)=O.[CH3:50][NH:51][CH3:52].[I-].[K+].[C:55]([OH:62])(=[O:61])/[CH:56]=[CH:57]/[C:58]([OH:60])=[O:59]>O1CCOCC1>[CH3:50][N:51]([CH3:52])[CH2:2][CH2:3][CH2:4][C:5]([C:7]1[CH:8]=[CH:9][C:10]2[N:11]([CH2:26][CH3:27])[C:12]3[C:17]([C:18]=2[CH:19]=1)=[CH:16][C:15]([C:20](=[O:25])[CH2:21][CH2:22][CH2:23][N:30]([CH3:42])[CH3:31])=[CH:14][CH:13]=3)=[O:6].[C:55]([O-:62])(=[O:61])/[CH:56]=[CH:57]/[C:58]([O-:60])=[O:59] |f:4.5|. Procedure details: A mixture of 15.8 g (0.039 mole) of 3,6-bis(4-chlorobutyryl)-N-ethylcarbazole, prepared from N-ethylcarbazole and 4-chlorobutyryl chloride, 75 ml of 40% aqueous dimethylamine and 2 g of potassium iodide in 175 ml of p-dioxane is heated in a reaction bomb with stirring for 44 hours. The reaction mixture is concentrated to one-half its original volume in vacuo and diluted with 500 ml of water. The semi-solid which separates is dissolved in ether and washed repeatedly with water and dried over magn... Reactants: CC(CCCC)(C)NC(CN1C(C=2C(C1=O)=CC=CC2)=O)=O (N-(1,1-dimethylpentyl)-2-phthalimidoacetamide), O.NN (hydrazine hydrate), C1(C=2C(C(N1CC#N)=O)=CC=CC2)=O (2-Phthalimidoacetonitrile), CC(C)(CCCC)O (2-methylhexan-2-ol), S(O)(O)(=O)=O (sulphuric acid). Run in C1=CC=CC=C1 (benzene), C(C)O (ethanol), C(C)(=O)O (acetic acid). Yields the product NCC(=O)NC(CCCC)(C)C (2-Amino-N-(1,1-dimethylpentyl)acetamide). Reaction SMILES: C1(=O)N(CC#N)C(=O)C2=CC=CC=C12.CC(O)(CCCC)C.S(=O)(=O)(O)O.[CH3:28][C:29]([NH:35][C:36](=[O:49])[CH2:37][N:38]1C(=O)C2=CC=CC=C2C1=O)([CH3:34])[CH2:30][CH2:31][CH2:32][CH3:33].O.NN>C(O)(=O)C.C(O)C.C1C=CC=CC=1>[NH2:38][CH2:37][C:36]([NH:35][C:29]([CH3:28])([CH3:34])[CH2:30][CH2:31][CH2:32][CH3:33])=[O:49] |f:4.5|. Reported procedure: 2-Phthalimidoacetonitrile (14.4 g.) was reacted with 2-methylhexan-2-ol (7.5 g.) in glacial acetic acid by the addition of concentrated sulphuric acid (15 ml.) according to the process described in Example 1. The resulting N-(1,1-dimethylpentyl)-2-phthalimidoacetamide was recrystallisedfrom benzene, m.p. 189°-190° C. It was then reacted with hydrazine hydrate (2.8 g.) in ethanol (100 ml.) as in Example 2 and the product purified as its hydrogen oxalate; 2-amino-N-(1,1-dimethylpentyl)acetamide hy... Reactants: COc1cc(Cl)ccc1CBr, [K+], [K+], O=C([O-])[O-], C1COCCO1, OB(O)c1ccccc1, c1ccc(P(c2ccccc2)(c2ccccc2)[Pd](P(c2ccccc2)(c2ccccc2)c2ccccc2)(P(c2ccccc2)(c2ccccc2)c2ccccc2)P(c2ccccc2)(c2ccccc2)c2ccccc2)cc1. Yields the product COc1cc(Cl)ccc1Cc1ccccc1. As a reaction SMILES: [Br:1][CH2:2][c:3]1[c:4]([O:10][CH3:11])[cH:5][c:6]([Cl:9])[cH:7][cH:8]1.[K+:21].[K+:22].[O-:23][C:24]([O-:25])=[O:26].[O:27]1[CH2:28][CH2:29][O:30][CH2:31][CH2:32]1.[c:12]1([B:18]([OH:19])[OH:20])[cH:13][cH:14][cH:15][cH:16][cH:17]1.[cH:33]1[cH:34][cH:35][c:36]([P:37]([Pd:38]([P:39]([c:40]2[cH:41][cH:42][cH:43][cH:44][cH:45]2)([c:46]2[cH:47][cH:48][cH:49][cH:50][cH:51]2)[c:52]2[cH:53][cH:54][cH:55][cH:56][cH:57]2)([P:58]([c:59]2[cH:60][cH:61][cH:62][cH:63][cH:64]2)([c:65]2[cH:66][cH:67][cH:68][cH:69][cH:70]2)[c:71]2[cH:72][cH:73][cH:74][cH:75][cH:76]2)[P:77]([c:78]2[cH:79][cH:80][cH:81][cH:82][cH:83]2)([c:84]2[cH:85][cH:86][cH:87][cH:88][cH:89]2)[c:90]2[cH:91][cH:92][cH:93][cH:94][cH:95]2)([c:96]2[cH:97][cH:98][cH:99][cH:100][cH:101]2)[c:102]2[cH:103][cH:104][cH:105][cH:106][cH:107]2)[cH:108][cH:109]1>>[CH2:2]([c:3]1[c:4]([O:10][CH3:11])[cH:5][c:6]([Cl:9])[cH:7][cH:8]1)[c:12]1[cH:13][cH:14][cH:15][cH:16][cH:17]1. Starting materials: FC=1C=C(CC=2C=C3C(=NNC3=CC2)NC(=O)C2=C(C=C(C(=O)O)C=C2)[N+](=O)[O-])C=C(C1)F (4-{[5-(3,5-difluorobenzyl)-1H-indazol-3-yl]carbamoyl}-3-nitrobenzoic acid), ON1N=NC2=C1C=CC=C2 (1-hydroxybenzotriazole), CCN=C=NCCCN(C)C (EDCI), CN1CCNCC1 (1-methylpiperazine). The solvent is CN(C)C=O (DMF). The product is FC=1C=C(CC=2C=C3C(=NNC3=CC2)NC(C2=C(C=C(C=C2)C(=O)N2CCN(CC2)C)[N+](=O)[O-])=O)C=C(C1)F (N-[5-(3,5-Difluoro-benzyl)-1H-indazol-3-yl]-4-(4-methylpiperazine-1-carbonyl)-2-nitro-benzamide). Isolated yield 99.4%. As a reaction SMILES: [F:1][C:2]1[CH:3]=[C:4]([CH:30]=[C:31]([F:33])[CH:32]=1)[CH2:5][C:6]1[CH:7]=[C:8]2[C:12](=[CH:13][CH:14]=1)[NH:11][N:10]=[C:9]2[NH:15][C:16]([C:18]1[CH:26]=[CH:25][C:21]([C:22]([OH:24])=O)=[CH:20][C:19]=1[N+:27]([O-:29])=[O:28])=[O:17].ON1C2C=CC=CC=2N=N1.CCN=C=NCCCN(C)C.[CH3:55][N:56]1[CH2:61][CH2:60][NH:59][CH2:58][CH2:57]1>CN(C=O)C>[F:1][C:2]1[CH:3]=[C:4]([CH:30]=[C:31]([F:33])[CH:32]=1)[CH2:5][C:6]1[CH:7]=[C:8]2[C:12](=[CH:13][CH:14]=1)[NH:11][N:10]=[C:9]2[NH:15][C:16](=[O:17])[C:18]1[CH:26]=[CH:25][C:21]([C:22]([N:59]2[CH2:60][CH2:61][N:56]([CH3:55])[CH2:57][CH2:58]2)=[O:24])=[CH:20][C:19]=1[N+:27]([O-:29])=[O:28]. Reported procedure: 4-{[5-(3,5-difluorobenzyl)-1H-indazol-3-yl]carbamoyl}-3-nitrobenzoic acid (500 mg, 1.11 mmol) in DMF (10 mL) was treated with 1-hydroxybenzotriazole (195 mg, 1.44 mmol), EDCI (276 mg, 1.44 mmol) and 1-methylpiperazine (0.16 mL, 1.44 mmol). The reaction was left at room temperature over night. The volatiles were removed by evaporation, the residue was added drop-wise to iced-water (25 mL) with stirring. A yellow solid was obtained which was extracted with DCM (2×25 mL). The combined organic layer...